This data is from the Open Reaction Database (ORD), a public repository of structured organic reaction records. The task is: describe an organic reaction: reactants, conditions, products, and yield Reactants: CC(=O)c1cccnc1, CCN=C=NCCCN(C)C, CCN(C(C)C)C(C)C, Cl, Cl, Cl, NCC(=O)N1CCC(Oc2ccccc2Cl)CC1, CN(C)C=O, O, On1nnc2ccccc21, O=C(O)c1cc(-c2cccnc2)[nH]n1. Product: O=C(NCC(=O)N1CCC(Oc2ccccc2Cl)CC1)c1cc(-c2cccnc2)[nH]n1. Reaction SMILES: [C:25]([c:26]1[cH:27][n:28][cH:29][cH:30][cH:31]1)(=[O:32])[CH3:33].[CH3:44][CH2:45][N:46]=[C:47]=[N:48][CH2:49][CH2:50][CH2:51][N:52]([CH3:53])[CH3:54].[CH:1]([N:2]([CH2:3][CH3:4])[CH:5]([CH3:6])[CH3:7])([CH3:8])[CH3:9].[ClH:10].[ClH:55].[ClH:56].[NH2:57][CH2:58][C:59](=[O:60])[N:61]1[CH2:62][CH2:63][CH:64]([O:67][c:68]2[c:69]([Cl:74])[cH:70][cH:71][cH:72][cH:73]2)[CH2:65][CH2:66]1.[O:75]=[CH:76][N:77]([CH3:78])[CH3:79].[OH2:80].[OH:34][n:35]1[c:36]2[c:37]([cH:38][cH:39][cH:40][cH:41]2)[n:42][n:43]1.[n:11]1[cH:12][c:13](-[c:17]2[cH:18][c:19]([C:22](=[O:23])[OH:24])[n:20][nH:21]2)[cH:14][cH:15][cH:16]1>>[n:11]1[cH:12][c:13](-[c:17]2[cH:18][c:19]([C:22](=[O:24])[NH:57][CH2:58][C:59](=[O:60])[N:61]3[CH2:62][CH2:63][CH:64]([O:67][c:68]4[c:69]([Cl:74])[cH:70][cH:71][cH:72][cH:73]4)[CH2:65][CH2:66]3)[n:20][nH:21]2)[cH:14][cH:15][cH:16]1. The reactants are CN(C)C=O, CN, CO, ClC(Cl)Cl, CC(c1ccccc1)n1cncc1CCl, Cl, N. The product is CNCc1cncn1C(C)c1ccccc1, Cl, Cl, O. RXN SMILES: [CH3:17][N:18]([CH3:19])[CH:21]=[O:20].[CH3:22][NH2:23].[CH3:29][OH:30].[Cl:25][CH:26]([Cl:27])[Cl:28].[Cl:2][CH2:3][c:4]1[cH:5][n:6][cH:7][n:8]1[CH:9]([CH3:10])[c:11]1[cH:12][cH:13][cH:14][cH:15][cH:16]1.[ClH:1].[NH3:24]>>[CH2:3]([c:4]1[cH:5][n:6][cH:7][n:8]1[CH:9]([CH3:10])[c:11]1[cH:12][cH:13][cH:14][cH:15][cH:16]1)[NH:18][CH3:17].[ClH:1].[ClH:2].[OH2:20]. The reactants are C1(=CC=CC=C1)N(CCCN(CCCN(S(=O)(=O)C1=CC=C(C=C1)C)C1=CC=CC=C1)C(=O)OC(C)(C)C)S(=O)(=O)C1=CC=C(C=C1)C (1,9-bis[(phenyl)]-1,9-bis[(4-methylphenyl)sulfonyl]-5-(t-butyloxycarbonyl)-1,5,9-triazanonane). The solvent is Cl (hydrochloric acid). Yields the product C1(=CC=CC=C1)N(CCCNCCCN(S(=O)(=O)C1=CC=C(C=C1)C)C1=CC=CC=C1)S(=O)(=O)C1=CC=C(C=C1)C (1,9-Bis[phenyl]-1,9-bis[(4-methylphenyl)sulfonyl]-1,5,9-triazanonane). As a reaction SMILES: [C:1]1([N:7]([S:39]([C:42]2[CH:47]=[CH:46][C:45]([CH3:48])=[CH:44][CH:43]=2)(=[O:41])=[O:40])[CH2:8][CH2:9][CH2:10][N:11](C(OC(C)(C)C)=O)[CH2:12][CH2:13][CH2:14][N:15]([C:26]2[CH:31]=[CH:30][CH:29]=[CH:28][CH:27]=2)[S:16]([C:19]2[CH:24]=[CH:23][C:22]([CH3:25])=[CH:21][CH:20]=2)(=[O:18])=[O:17])[CH:6]=[CH:5][CH:4]=[CH:3][CH:2]=1>Cl>[C:1]1([N:7]([S:39]([C:42]2[CH:43]=[CH:44][C:45]([CH3:48])=[CH:46][CH:47]=2)(=[O:41])=[O:40])[CH2:8][CH2:9][CH2:10][NH:11][CH2:12][CH2:13][CH2:14][N:15]([C:26]2[CH:27]=[CH:28][CH:29]=[CH:30][CH:31]=2)[S:16]([C:19]2[CH:24]=[CH:23][C:22]([CH3:25])=[CH:21][CH:20]=2)(=[O:17])=[O:18])[CH:2]=[CH:3][CH:4]=[CH:5][CH:6]=1. Reported procedure: Dissolve 1,9-bis[(phenyl)]-1,9-bis[(4-methylphenyl)sulfonyl]-5-(t-butyloxycarbonyl)-1,5,9-triazanonane (691 mg, 1 mmol) in saturated methanolic hydrochloric acid (10 mL). Stir for several hours and evaporate the solvent in vacuo. Dissolve the residue in water and neutralize with saturated sodium hydrogen carbonate and extract with ethyl acetate. Dry (MgSO4) and evaporate the solvent in vacuo. Purify by silica gel chromatography to give the title compound. Reactants: C1(=CC=CC=C1)CCN1CCC(CC1)=O (1-(2-phenylethyl)-4-piperidone), C(C1=CC=CC=C1)=O (benzaldehyde), Cl (hydrochloric acid). Procedure: Twenty-five grams of 1-(2-phenylethyl)-4-piperidone and 38 g of benzaldehyde are reacted in 180 ml of ethanol in the presence of 40 ml of concentrated hydrochloric acid at reflux temperature for about 5 hours and left at room temperature for about 16 hours yielding 25.5 g of material, melting point 217°-220° C, dec. Crystallization from 50 ml of hot dimethylformamide and 100 ml of acetonitrile yields 22 g of the title compound, melting point 225°-227° C, dec. Yields the product Cl.C(C1=CC=CC=C1)=C1CN(CC(C1=O)=CC1=CC=CC=C1)CCC1=CC=CC=C1 (3,5-dibenzylidene-1-(2-phenylethyl)-4-piperidone, monohydrochloride). The solvent is C(C)O (ethanol). Reaction SMILES: [C:1]1([CH2:7][CH2:8][N:9]2[CH2:14][CH2:13][C:12](=[O:15])[CH2:11][CH2:10]2)[CH:6]=[CH:5][CH:4]=[CH:3][CH:2]=1.[CH:16](=O)[C:17]1[CH:22]=[CH:21][CH:20]=[CH:19][CH:18]=1.[ClH:24]>C(O)C>[ClH:24].[CH:16](=[C:11]1[C:12](=[O:15])[C:13](=[CH:7][C:1]2[CH:6]=[CH:5][CH:4]=[CH:3][CH:2]=2)[CH2:14][N:9]([CH2:8][CH2:7][C:1]2[CH:2]=[CH:3][CH:4]=[CH:5][CH:6]=2)[CH2:10]1)[C:17]1[CH:22]=[CH:21][CH:20]=[CH:19][CH:18]=1 |f:4.5|. Conditions: time 16 hour. Starting materials: Cc1ccc(S(N)(=O)=O)nc1, CS(C)=O, COc1ccccc1Oc1c(Cl)nc(-c2ncccn2)nc1Cl, [K], CN(C)C=O, O, O=C(O)CC(O)(CC(=O)O)C(=O)O. Product: COc1ccccc1Oc1c(Cl)nc(-c2ncccn2)nc1NS(=O)(=O)c1ccc(C)cn1. As a reaction SMILES: [CH3:25][c:26]1[cH:27][cH:28][c:29]([S:32](=[O:33])(=[O:34])[NH2:35])[n:30][cH:31]1.[CH3:36][S:37]([CH3:38])=[O:39].[Cl:1][c:2]1[n:3][c:4](-[c:18]2[n:19][cH:20][cH:21][cH:22][n:23]2)[n:5][c:6]([Cl:17])[c:7]1[O:8][c:9]1[c:10]([O:15][CH3:16])[cH:11][cH:12][cH:13][cH:14]1.[K:24].[O:53]=[CH:54][N:55]([CH3:56])[CH3:57].[OH2:58].[OH:40][C:41]([CH2:42][C:43]([C:44](=[O:45])[OH:46])([CH2:47][C:48](=[O:49])[OH:50])[OH:51])=[O:52]>>[c:2]1([NH:35][S:32]([c:29]2[cH:28][cH:27][c:26]([CH3:25])[cH:31][n:30]2)(=[O:33])=[O:34])[n:3][c:4](-[c:18]2[n:19][cH:20][cH:21][cH:22][n:23]2)[n:5][c:6]([Cl:17])[c:7]1[O:8][c:9]1[c:10]([O:15][CH3:16])[cH:11][cH:12][cH:13][cH:14]1. Starting materials: C(C)(C)(C)OC(=O)N1C[C@H]([C@@H](C1)C=O)CN(C(C)C)C(C1=CC(=C(C=C1)CC)OCCCOC)=O ((3R,4S)-3-({[4-ethyl-3-(3-methoxy-propoxy)-benzoyl]-isopropyl-amino}-methyl)-4-formyl-pyrrolidine-1-carboxylic acid tert-butyl ester), C1(CC1)N (cyclopropylamine), [BH-](OC(=O)C)(OC(=O)C)OC(=O)C.[Na+] (NaBH(OAc)3), C(=O)(O)[O-].[Na+] (NaHCO3). Run in ClC(C)Cl (dichloroethane), C(Cl)Cl (CH2Cl2). Run at time 8 hour. Product: C(C)(C)(C)OC(=O)N1C[C@H]([C@@H](C1)CN(C(C)C)C(C1=CC(=C(C=C1)CC)OCCCOC)=O)CNC1CC1 ((3R,4R)-3-Cyclopropylaminomethyl-4-({[4-ethyl-3-(3-methoxy-propoxy)-benzoyl]-isopropyl-amino}-methyl)-pyrrolidine-1-carboxylic acid tert-butyl ester). RXN SMILES: [C:1]([O:5][C:6]([N:8]1[CH2:12][C@@H:11]([CH:13]=O)[C@H:10]([CH2:15][N:16]([C:20](=[O:35])[C:21]2[CH:26]=[CH:25][C:24]([CH2:27][CH3:28])=[C:23]([O:29][CH2:30][CH2:31][CH2:32][O:33][CH3:34])[CH:22]=2)[CH:17]([CH3:19])[CH3:18])[CH2:9]1)=[O:7])([CH3:4])([CH3:3])[CH3:2].[CH:36]1([NH2:39])[CH2:38][CH2:37]1.[BH-](OC(C)=O)(OC(C)=O)OC(C)=O.[Na+].C([O-])(O)=O.[Na+]>ClC(Cl)C.C(Cl)Cl>[C:1]([O:5][C:6]([N:8]1[CH2:9][C@@H:10]([CH2:15][N:16]([C:20](=[O:35])[C:21]2[CH:26]=[CH:25][C:24]([CH2:27][CH3:28])=[C:23]([O:29][CH2:30][CH2:31][CH2:32][O:33][CH3:34])[CH:22]=2)[CH:17]([CH3:18])[CH3:19])[C@H:11]([CH2:13][NH:39][CH:36]2[CH2:38][CH2:37]2)[CH2:12]1)=[O:7])([CH3:3])([CH3:2])[CH3:4] |f:2.3,4.5|. Procedure details: To a solution of (3R,4S)-3-({[4-ethyl-3-(3-methoxy-propoxy)-benzoyl]-isopropyl-amino}-methyl)-4-formyl-pyrrolidine-1-carboxylic acid tert-butyl ester (described under step C in example 152) (6.9 g, 11.88 mmol) in dichloroethane (112 mL), cyclopropylamine (0.92 mL, 13.1 mmol) and NaBH(OAc)3 (3.52 g, 16.63 mmol) are added. The solution is stirred at RT overnight, then diluted with CH2Cl2. A saturated solution of NaHCO3 is added, the layers are separated and the aqueous one extracted twice with CH2...